This data is from the Open Reaction Database (ORD), a public repository of structured organic reaction records. The task is: describe an organic reaction: reactants, conditions, products, and yield Starting materials: C=CCBr, CN(C)P(=O)(N(C)C)N(C)C, [Na], O, O=C(O)C1(Nc2ccccc2)CCN(CCc2ccccc2)CC1. Product: C=CCOC(=O)C1(Nc2ccccc2)CCN(CCc2ccccc2)CC1. Reaction SMILES: [Br:37][CH2:38][CH:39]=[CH2:40].[CH3:26][N:27]([CH3:28])[P:29](=[O:30])([N:31]([CH3:32])[CH3:33])[N:34]([CH3:35])[CH3:36].[Na:25].[OH2:41].[c:1]1([NH:7][C:8]2([C:22](=[O:23])[OH:24])[CH2:9][CH2:10][N:11]([CH2:14][CH2:15][c:16]3[cH:17][cH:18][cH:19][cH:20][cH:21]3)[CH2:12][CH2:13]2)[cH:2][cH:3][cH:4][cH:5][cH:6]1>>[c:1]1([NH:7][C:8]2([C:22](=[O:23])[O:24][CH2:40][CH:39]=[CH2:38])[CH2:9][CH2:10][N:11]([CH2:14][CH2:15][c:16]3[cH:17][cH:18][cH:19][cH:20][cH:21]3)[CH2:12][CH2:13]2)[cH:2][cH:3][cH:4][cH:5][cH:6]1.